Dataset: the Open Reaction Database (ORD), a public repository of structured organic reaction records. Task: describe an organic reaction: reactants, conditions, products, and yield Starting materials: C(C1=CC=CC=C1)OC=1C(=NNC1C(=O)OC)C(=O)OC (dimethyl 4-benzyloxy-1H-pyrazole-3,5-dicarboxylate), BrC(C)(C)Br (dibromopropane), C(=O)([O-])[O-].[Cs+].[Cs+] (Cs2CO3). The solvent is CN(C)C=O (DMF). Conditions: time 8 hour. The product is C(C1=CC=CC=C1)OC=1C(=NN(C1C(=O)OC)CCCBr)C(=O)OC (Dimethyl 4-benzyloxy-1-(3-bromopropyl)-1H-pyrazole-3,5-dicarboxylate). As a reaction SMILES: [CH2:1]([O:8][C:9]1[C:10]([C:18]([O:20][CH3:21])=[O:19])=[N:11][NH:12][C:13]=1[C:14]([O:16][CH3:17])=[O:15])[C:2]1[CH:7]=[CH:6][CH:5]=[CH:4][CH:3]=1.Br[C:23]([Br:26])([CH3:25])C.[C:27]([O-])([O-])=O.[Cs+].[Cs+]>CN(C=O)C>[CH2:1]([O:8][C:9]1[C:13]([C:14]([O:16][CH3:17])=[O:15])=[N:12][N:11]([CH2:27][CH2:25][CH2:23][Br:26])[C:10]=1[C:18]([O:20][CH3:21])=[O:19])[C:2]1[CH:7]=[CH:6][CH:5]=[CH:4][CH:3]=1 |f:2.3.4|. Reported procedure: To a solution of dimethyl 4-benzyloxy-1H-pyrazole-3,5-dicarboxylate (200 mg, 0.689 mmol) in DMF (3 mL) under an atmosphere of nitrogen at 0° C. was added dibromopropane (211 μL, 2.067 mmol) and Cs2CO3 (269 mg, 0.827 mmol). The ice bath was removed, and the reaction was stirred at room temperature overnight. The solvent was removed in vacuo, and the resulting residue was partitioned between EtOAc and water. The aqueous layer was extracted into EtOAc once, and the combined organic extracts were wa... The reactants are C(=O)(OC(C)(C)C)N1CC(C1)I (N-Boc-3-iodoazetidine), BrC=1C=C(C(=C(C(=O)OC)C1)C)N(C1CCOCC1)CC (methyl 5-bromo-3-[ethyl(oxan-4-yl)amino]-2-methylbenzoate), [Si](C)(C)(C)Cl (TMS-Cl), BrCCBr (1,2-dibromoethane), [NH4+].[Cl-] (NH4Cl), C(Cl)Cl (DCM). Reagents/catalysts: [Zn] (zinc), [Cu]I (copper (I) iodide). The solvent is CC(=O)N(C)C (DMA), CC(=O)N(C)C (DMA), CC(=O)N(C)C (DMA). Reaction conditions: temperature 65 celsius. Product: C(C)N(C=1C=C(C=C(C1C)C(=O)OC)C1CN(C1)C(=O)OC(C)(C)C)C1CCOCC1 (tert-butyl 3-{3-[ethyl(oxan-4-yl)amino]-5-(methoxycarbonyl)-4-methylphenyl}azetidine-1-carboxylate). Yield: 63.6%. RXN SMILES: [Si](Cl)(C)(C)C.BrCCBr.[C:10]([N:17]1[CH2:20][CH:19](I)[CH2:18]1)([O:12][C:13]([CH3:16])([CH3:15])[CH3:14])=[O:11].Br[C:23]1[CH:24]=[C:25]([N:34]([CH2:41][CH3:42])[CH:35]2[CH2:40][CH2:39][O:38][CH2:37][CH2:36]2)[C:26]([CH3:33])=[C:27]([CH:32]=1)[C:28]([O:30][CH3:31])=[O:29].C(Cl)Cl.[NH4+].[Cl-]>CC(N(C)C)=O.[Zn].[Cu]I>[CH2:41]([N:34]([CH:35]1[CH2:36][CH2:37][O:38][CH2:39][CH2:40]1)[C:25]1[CH:24]=[C:23]([CH:19]2[CH2:20][N:17]([C:10]([O:12][C:13]([CH3:16])([CH3:15])[CH3:14])=[O:11])[CH2:18]2)[CH:32]=[C:27]([C:28]([O:30][CH3:31])=[O:29])[C:26]=1[CH3:33])[CH3:42] |f:5.6|. Procedure details: To a dry flask was added zinc dust (40 mg, 0.61 mmol) followed by anhydrous DMA (2 ml) and the vessel was flushed with nitrogen whilst stirring vigorously and heating to 65° C. TMS-Cl (9 μl, 0.07 mmol) and 1,2-dibromoethane (6 μl, 0.07 mmol) were added and the reaction was stirred at 65° C. for 30 mins, followed by the dropwise addition of N-Boc-3-iodoazetidine (133 mg, 0.47 mmol) as a solution in anhydrous DMA (1 ml). The reaction was then cooled to room temperature and methyl 5-bromo-3-[ethyl(... The reactants are Cc1ccccc1, CC(C)=O, [N-]=[N+]=[N-], [Na+], O=C(Cl)CCCCCCCCCCOc1ccccc1, O. Product: O=C=NCCCCCCCCCCOc1ccccc1. Reaction SMILES: [CH3:25][c:26]1[cH:27][cH:28][cH:29][cH:30][cH:31]1.[CH3:32][C:33]([CH3:34])=[O:35].[N-:22]=[N+:23]=[N-:24].[Na+:21].[O:1]([c:2]1[cH:3][cH:4][cH:5][cH:6][cH:7]1)[CH2:8][CH2:9][CH2:10][CH2:11][CH2:12][CH2:13][CH2:14][CH2:15][CH2:16][CH2:17][C:18]([Cl:19])=[O:20].[OH2:36]>>[O:1]([c:2]1[cH:3][cH:4][cH:5][cH:6][cH:7]1)[CH2:8][CH2:9][CH2:10][CH2:11][CH2:12][CH2:13][CH2:14][CH2:15][CH2:16][CH2:17][N:22]=[C:33]=[O:35]. Starting materials: C(CCCC)(OC)(OC)OC (Trimethyl orthovalerate), Cl.N1=CC=CC=C1 (pyridine hydrochloride), NC=1C=NC2=CC=CC=C2C1NCC(C)(O)C (1-[(3-aminoquinolin-4-yl)amino]-2-methylpropan-2-ol). The solvent is C(C)#N (acetonitrile). Yields the product C(CCC)C=1N(C2=C(C=NC=3C=CC=CC23)N1)CC(C)(O)C (1-(2-butyl-1H-imidazo[4,5-c]quinolin-1-yl)-2-methylpropan-2-ol). Reaction SMILES: [C:1](OC)(OC)(OC)[CH2:2][CH2:3][CH2:4][CH3:5].Cl.N1C=CC=CC=1.[NH2:19][C:20]1[CH:21]=[N:22][C:23]2[C:28]([C:29]=1[NH:30][CH2:31][C:32]([CH3:35])([OH:34])[CH3:33])=[CH:27][CH:26]=[CH:25][CH:24]=2>C(#N)C>[CH2:2]([C:1]1[N:30]([CH2:31][C:32]([CH3:35])([OH:34])[CH3:33])[C:29]2[C:28]3[CH:27]=[CH:26][CH:25]=[CH:24][C:23]=3[N:22]=[CH:21][C:20]=2[N:19]=1)[CH2:3][CH2:4][CH3:5] |f:1.2|. Procedure details: Trimethyl orthovalerate (3.6 mL, 21 mmol) and pyridine hydrochloride (0.22 g, 1.9 mmol) were added to a solution of 1-[(3-aminoquinolin-4-yl)amino]-2-methylpropan-2-ol (prepared as described in Part A of Example 8, approximately 4.4 g, 19 mmol) in acetonitrile (96 mL). The reaction mixture was heated at reflux for 1 hour, then was allowed to cool to room temperature and was concentrated under reduced pressure. The crude product was purified by flash chromatography (silica gel, eluted with 5% met... Starting materials: ClC1=CC(=C(N)C=C1OC)OC (4-chloro-2,5-dimethoxyaniline), COC1=CC=C(C(=O)Cl)C=C1 (4-methoxybenzoyl chloride). Product: ClC1=CC2=C(N=C(O2)C2=CC=C(C=C2)O)C=C1O (6-Chloro-2-(4-hydroxyphenyl)-1,3-benzoxazol-5-ol). Reaction SMILES: [Cl:1][C:2]1[C:8]([O:9]C)=[CH:7][C:5]([NH2:6])=[C:4]([O:11][CH3:12])[CH:3]=1.C[O:14][C:15]1[CH:23]=[CH:22][C:18](C(Cl)=O)=[CH:17][CH:16]=1>>[Cl:1][C:2]1[C:8]([OH:9])=[CH:7][C:5]2[N:6]=[C:12]([C:18]3[CH:22]=[CH:23][C:15]([OH:14])=[CH:16][CH:17]=3)[O:11][C:4]=2[CH:3]=1. Procedure details: The title compound was prepared in substantially the same manner as described in Example 16, from 4-chloro-2,5-dimethoxyaniline, and 4-methoxybenzoyl chloride and was obtained as an off-white solid, m.p. 260-262° C.; MS m/e 260 (M−H)+. Reactants: [S-]C#N.[K+] (Potassium thiocyanate), NC1=CC=C(OC=2C=CC(=C(C2)NC(C2=CC(=CC=C2)C(C)(C)C#N)=O)C)C=C1 (N-[5-(4-aminophenoxy)-2-methylphenyl]-3-(1-cyano-1-methylethyl)benzamide), BrBr (bromine). Solvent: C(C)(=O)O (acetic acid), C(C)(=O)O (acetic acid), C(C)(=O)O (acetic acid). Conditions: time 10 minute. Yields the product NC=1SC2=C(N1)C=CC(=C2)OC=2C=CC(=C(C2)NC(C2=CC(=CC=C2)C(C)(C)C#N)=O)C (N-{5-[(2-amino-1,3-benzothiazol-6-yl)oxy]-2-methylphenyl}-3-(1-cyano-1-methylethyl)benzamide). Yield: 65.6%. As a reaction SMILES: [S-:1][C:2]#[N:3].[K+].[NH2:5][C:6]1[CH:33]=[CH:32][C:9]([O:10][C:11]2[CH:12]=[CH:13][C:14]([CH3:31])=[C:15]([NH:17][C:18](=[O:30])[C:19]3[CH:24]=[CH:23][CH:22]=[C:21]([C:25]([C:28]#[N:29])([CH3:27])[CH3:26])[CH:20]=3)[CH:16]=2)=[CH:8][CH:7]=1.BrBr>C(O)(=O)C>[NH2:3][C:2]1[S:1][C:7]2[CH:8]=[C:9]([O:10][C:11]3[CH:12]=[CH:13][C:14]([CH3:31])=[C:15]([NH:17][C:18](=[O:30])[C:19]4[CH:24]=[CH:23][CH:22]=[C:21]([C:25]([C:28]#[N:29])([CH3:26])[CH3:27])[CH:20]=4)[CH:16]=3)[CH:32]=[CH:33][C:6]=2[N:5]=1 |f:0.1|. Procedure details: Potassium thiocyanate (4.80 g, 49.2 mmol) was suspended in acetic acid (80 mL) and the mixture was stirred at room temperature for 10 min. To the obtained solution was added a is solution of N-[5-(4-aminophenoxy)-2-methylphenyl]-3-(1-cyano-1-methylethyl)benzamide (5.00 g, 12.3 mmol) in acetic acid (80 mL), and the mixture was further stirred at room temperature for 20 min. To the obtained solution was added dropwise slowly a solution of bromine (2.46 g, 15.4 mmol) in acetic acid (50 mL) and, aft... Reactants: C=C(CO)CO, ClCCl, CCCCCCCCCCCCCCCCOC(=O)Cl, c1ccncc1. Product: C=C(CO)COC(=O)OCCCCCCCCCCCCCCCC. Reaction SMILES: [CH2:1]=[C:2]([CH2:3][OH:4])[CH2:5][OH:6].[CH2:33]([Cl:34])[Cl:35].[CH2:7]([CH2:8][CH2:9][CH2:10][CH2:11][CH2:12][CH2:13][CH2:14][CH2:15][CH2:16][CH2:17][CH2:18][CH2:19][CH2:20][CH2:21][CH3:22])[O:23][C:24](=[O:25])[Cl:26].[cH:27]1[cH:28][cH:29][n:30][cH:31][cH:32]1>>[CH2:1]=[C:2]([CH2:3][O:4][C:24]([O:23][CH2:7][CH2:8][CH2:9][CH2:10][CH2:11][CH2:12][CH2:13][CH2:14][CH2:15][CH2:16][CH2:17][CH2:18][CH2:19][CH2:20][CH2:21][CH3:22])=[O:25])[CH2:5][OH:6].